The task is: describe an organic reaction: reactants, conditions, products, and yield. This data is from the Open Reaction Database (ORD), a public repository of structured organic reaction records. Reactants: C(=O)(OC)CN1CC=2C=3N(C(NC2CC1)=O)N=C(N3)C3=C(C=CC=C3)F (9-carbomethoxymethyl-2-(2-fluorophenyl)-7,8,9,10-tetrahydropyrido[3,4-e][1,2,4]triazolo[1,5-c]pyrimidin-5(6H)one), [OH-].[Na+] (sodium hydroxide). Solvent: C(C)O (ethanol). Product: N=1C=NN2C(NC=CC21)=O ((1,2,4]triazolo[1,5-c]pyrimidin-5(6H)one). Reaction SMILES: C(CN1CC[C:13]2[NH:12][C:11](=[O:16])[N:10]3[N:17]=[C:18](C4C=CC=CC=4F)[N:19]=[C:9]3[C:8]=2C1)(OC)=O.[OH-].[Na+]>C(O)C>[N:19]1[CH:18]=[N:17][N:10]2[C:9]=1[CH:8]=[CH:13][NH:12][C:11]2=[O:16] |f:1.2|. Procedure details: To a suspension of the product of Example 42 (500 mg) in ethanol (20 mL) is added 4N aqueous sodium hydroxide (1 mL) and the whole stirred at reflux under nitrogen for 2 hours. It is cooled, filtered and the filtrate neutralized with glacial acetic acid with ice cooling to produce the solid 9-carboxymethyl-2-(2-fluorophenyl)-7,8,9,10-tetrahydropyrido[3,4-e][(1,2,4]triazolo[1,5-c]pyrimidin-5(6H)one. The reactants are C(C1=CC=CC=C1)OC1=C2C(=CNC2=CC=C1F)C(C(=O)N(C)C)=O (2-(4-Benzyloxy-5-fluoro-1H-indol-3-yl)-N,N-dimethyl-2-oxoacetamide), [H-].[H-].[H-].[H-].[Li+].[Al+3] (LiAlH4). Run in O1CCOCC1 (1,4-dioxane), O1CCOCC1 (1,4-dioxane). Product: C(C1=CC=CC=C1)OC1=C2C(=CNC2=CC=C1F)CCN(C)C (2-(4-Benzyloxy-5-fluoro-1H-indol-3-yl)-N,N-dimethylethanamine). Isolated yield 80.0%. RXN SMILES: [CH2:1]([O:8][C:9]1[C:17]([F:18])=[CH:16][CH:15]=[C:14]2[C:10]=1[C:11]([C:19](=O)[C:20]([N:22]([CH3:24])[CH3:23])=O)=[CH:12][NH:13]2)[C:2]1[CH:7]=[CH:6][CH:5]=[CH:4][CH:3]=1.[H-].[H-].[H-].[H-].[Li+].[Al+3]>O1CCOCC1>[CH2:1]([O:8][C:9]1[C:17]([F:18])=[CH:16][CH:15]=[C:14]2[C:10]=1[C:11]([CH2:19][CH2:20][N:22]([CH3:23])[CH3:24])=[CH:12][NH:13]2)[C:2]1[CH:3]=[CH:4][CH:5]=[CH:6][CH:7]=1 |f:1.2.3.4.5.6|. Procedure: A solution of 1-6a (2.26 g, 6.647 mmol) in dry 1,4-dioxane (30 mL) was added dropwise to a slurry of LiAlH4 (2.52 g, 66.47 mmol) in dry 1,4-dioxane (40 mL) at reflux. The mixture was held at reflux for 1 h. The mixture was then cooled, quenched with ice-water (mixed with NaOH), filtered through Celite, and the filter cake was washed with EtOAc. The filtrate and EtOAc washings were combined and extracted three times with EtOAc. The organic layer was washed with 1 N NaOH and brine, dried over Na2S... Reactants: COC(=O)C1CCN2C(=NC3=C2C=CC=C3)S1 (3,4-dihydro-2-methoxycarbonyl-2H-(1,3)-thiazino-[3,2-a]benzimidazole), [H-].[Al+3].[Li+].[H-].[H-].[H-] (lithium aluminum hydride), resultant complex, hydrated tetrahydro furan. Run in O1CCCC1 (tetrahydrofuran). Yields the product OCC1CCN2C(=NC3=C2C=CC=C3)S1 (3,4-Dihydro-2-hydroxymethyl-2H-(1,3)-thiazino[3,2-a]benzimidazole). Isolated yield 54.5%. Reaction SMILES: C[O:2][C:3]([CH:5]1[S:17][C:9]2=[N:10][C:11]3[CH:16]=[CH:15][CH:14]=[CH:13][C:12]=3[N:8]2[CH2:7][CH2:6]1)=O.[H-].[Al+3].[Li+].[H-].[H-].[H-]>O1CCCC1>[OH:2][CH2:3][CH:5]1[S:17][C:9]2=[N:10][C:11]3[CH:16]=[CH:15][CH:14]=[CH:13][C:12]=3[N:8]2[CH2:7][CH2:6]1 |f:1.2.3.4.5.6|. Reported procedure: To a solution of 2.48 g (10 m mole) of 3,4-dihydro-2-methoxycarbonyl-2H-(1,3)-thiazino-[3,2-a]benzimidazole in dry tetrahydrofuran (50 ml) was added dropwise 0.5 g of lithium aluminum hydride devided in small pieces, with stirring under ice cooling condition. After thirty minutes, the resultant complex was decomposed by the addition of hydrated tetrahydro furan and subjected to filtration. Subsequent to drying the filtrate over anhydrous magnesium sulfate, tetrahydrofuran was evaporated under re...